This data is from the Open Reaction Database (ORD), a public repository of structured organic reaction records. The task is: describe an organic reaction: reactants, conditions, products, and yield Starting materials: CCN(C(C)C)C(C)C (DIPEA), ClCCN([C@H]1COC2=C(C=3N(C1)C=1C=C(C=CC1C3C3CCCCC3)C(=O)NS(=O)(=O)N3CCNCC3)C=CC=C2)C ((7R)-7-[(2-chloroethyl)(methyl)amino]-14-cyclohexyl-N-(piperazin-1-ylsulfonyl)-7,8-dihydro-6H-indolo[1,2-e][1,5]benzoxazocine-11-carboxamide). Run in CC#N (MeCN). The product is C1(CCCCC1)C1=C2N3C4=C1C=CC(C(NS(N1CCN(CCN([C@@H](COC5=CC=CC=C25)C3)C)CC1)(=O)=O)=O)=C4 ((20R)-30-cyclohexyl-21-methyl-18-oxa-2-thia-1,3,10,21,24-pentaazahexacyclo[22.2.2.15,9.18,11.110,20.012,17]hentriaconta-5(31),6,8,11(30),12,14,16-heptaen-4-one 2,2-dioxide). Isolated yield 26.0%. Reaction SMILES: CCN(C(C)C)C(C)C.Cl[CH2:11][CH2:12][N:13]([CH3:51])[C@@H:14]1[CH2:21][N:20]2[C:22]3[CH:23]=[C:24]([C:35]([NH:37][S:38]([N:41]4[CH2:46][CH2:45][NH:44][CH2:43][CH2:42]4)(=[O:40])=[O:39])=[O:36])[CH:25]=[CH:26][C:27]=3[C:28]([CH:29]3[CH2:34][CH2:33][CH2:32][CH2:31][CH2:30]3)=[C:19]2[C:18]2[CH:47]=[CH:48][CH:49]=[CH:50][C:17]=2[O:16][CH2:15]1>CC#N>[CH:29]1([C:28]2[C:27]3[CH:26]=[CH:25][C:24]4=[CH:23][C:22]=3[N:20]3[CH2:21][C@H:14]([CH2:15][O:16][C:17]5[C:18]([C:19]=23)=[CH:47][CH:48]=[CH:49][CH:50]=5)[N:13]([CH3:51])[CH2:12][CH2:11][N:44]2[CH2:43][CH2:42][N:41]([CH2:46][CH2:45]2)[S:38](=[O:40])(=[O:39])[NH:37][C:35]4=[O:36])[CH2:30][CH2:31][CH2:32][CH2:33][CH2:34]1. Procedure: DIPEA (20 eq) was added to a solution of (7R)-7-[(2-chloroethyl)(methyl)amino]-14-cyclohexyl-N-(piperazin-1-ylsulfonyl)-7,8-dihydro-6H-indolo[1,2-e][1,5]benzoxazocine-11-carboxamide (0.001 M) in MeCN and the mixture irradiated in a microwave (SmithCreator) at 150° C. for 5 mins. The volatiles were removed in vacuo and the residue purified by RP-HPLC, eluting with MeCN/TFA buffered with 0.1% TFA gradient. Fractions containing the product were combined and freeze dried to afford the product as a w...